describe an organic reaction: reactants, conditions, products, and yield From a dataset of the Open Reaction Database (ORD), a public repository of structured organic reaction records. Reaction SMILES: [Br-:46].[C:24]([OH:25])(=[O:26])[CH2:27][C:28]([OH:29])=[O:30].[C:37]([CH2:38][C:39](=[O:40])[O:41][CH3:42])(=[O:43])[O:44][CH3:45].[CH3:31][CH:32]([O:33][Mg:34][CH3:35])[CH3:36].[F:1][C:2]([c:3]1[cH:4][cH:5][c:6]([O:7][c:8]2[cH:9][cH:10][c:11]([O:12][CH:13]([C:14](=[O:15])[Br:16])[CH3:17])[cH:18][cH:19]2)[cH:20][cH:21]1)([F:22])[F:23]>>[F:1][C:2]([c:3]1[cH:4][cH:5][c:6]([O:7][c:8]2[cH:9][cH:10][c:11]([O:12][CH:13]([C:14](=[O:15])[CH:38]([C:37](=[O:43])[O:44][CH3:45])[C:39](=[O:40])[O:41][CH3:42])[CH3:17])[cH:18][cH:19]2)[cH:20][cH:21]1)([F:22])[F:23]. Yields the product COC(=O)C(C(=O)OC)C(=O)C(C)Oc1ccc(Oc2ccc(C(F)(F)F)cc2)cc1. The reactants are [Br-], O=C(O)CC(=O)O, COC(=O)CC(=O)OC, C[Mg]OC(C)C, CC(Oc1ccc(Oc2ccc(C(F)(F)F)cc2)cc1)C(=O)Br. Reactants: CC1(C2=C(C(=CC=C2)P(C3=CC=CC=C3)C4=CC=CC=C4)OC5=C(C=CC=C51)P(C6=CC=CC=C6)C7=CC=CC=C7)C (xantphos), COC=1C=C2C=C(N=CC2=CC1)N (6-methoxyisoquinolin-3-amine), ClC1=NC=CC(=C1)CN1CCCC1 (2-chloro-4-pyrrolidin-1-ylmethyl-pyridine), C(=O)([O-])[O-].[Cs+].[Cs+] (Cs2CO3). The reagents and catalysts are C=1C=CC(=CC1)/C=C/C(=O)/C=C/C2=CC=CC=C2.C=1C=CC(=CC1)/C=C/C(=O)/C=C/C2=CC=CC=C2.C=1C=CC(=CC1)/C=C/C(=O)/C=C/C2=CC=CC=C2.[Pd].[Pd] (Pd2(dba)3). The solvent is C1(=CC=CC=C1)C (toluene), C1CCOC1 (THF). Product: COC=1C=C2C=C(N=CC2=CC1)NC1=NC=CC(=C1)CN1CCCC1 ((6-Methoxy-isoquinolin-3-yl)-(4-pyrrolidin-1-ylmethyl-pyridin-2-yl)-amine). Yield: 40.0%. RXN SMILES: CC1(C)C2C(=C(P(C3C=CC=CC=3)C3C=CC=CC=3)C=CC=2)OC2C(P(C3C=CC=CC=3)C3C=CC=CC=3)=CC=CC1=2.[CH3:43][O:44][C:45]1[CH:46]=[C:47]2[C:52](=[CH:53][CH:54]=1)[CH:51]=[N:50][C:49]([NH2:55])=[CH:48]2.Cl[C:57]1[CH:62]=[C:61]([CH2:63][N:64]2[CH2:68][CH2:67][CH2:66][CH2:65]2)[CH:60]=[CH:59][N:58]=1.C([O-])([O-])=O.[Cs+].[Cs+]>C1(C)C=CC=CC=1.C1C=CC(/C=C/C(/C=C/C2C=CC=CC=2)=O)=CC=1.C1C=CC(/C=C/C(/C=C/C2C=CC=CC=2)=O)=CC=1.C1C=CC(/C=C/C(/C=C/C2C=CC=CC=2)=O)=CC=1.[Pd].[Pd].C1COCC1>[CH3:43][O:44][C:45]1[CH:46]=[C:47]2[C:52](=[CH:53][CH:54]=1)[CH:51]=[N:50][C:49]([NH:55][C:59]1[CH:60]=[C:61]([CH2:63][N:64]3[CH2:65][CH2:66][CH2:67][CH2:68]3)[CH:62]=[CH:57][N:58]=1)=[CH:48]2 |f:3.4.5,7.8.9.10.11|. Reported procedure: Pd2(dba)3(102 mmg, 0.11 mmol) and xantphos (92 mg, 0.16 mmol) were added to a solution of 6-methoxyisoquinolin-3-amine (195 mg, 1.12 mmol) (Preparation C-10), 2-chloro-4-pyrrolidin-1-ylmethyl-pyridine (220 mg, 1.12 mmol) (Preparation B-11) and Cs2CO3 (500 mg, 1.53 mmol) in toluene (50 mL). The suspension was heated under reflux overnight, and THF (50 mL) was added in to dilute the mixture. After filtration, the filtrate was concentrated. The crude material was further purified by silica gel chro...